Dataset: the Open Reaction Database (ORD), a public repository of structured organic reaction records. Task: describe an organic reaction: reactants, conditions, products, and yield Starting materials: COc1cc(F)c2c(c1)C1(CCSC(NC(=O)c3ccccc3)=N1)c1cc(Br)ccc1O2, CO, [Li+], [OH-], O. Product: COc1cc(F)c2c(c1)C1(CCSC(N)=N1)c1cc(Br)ccc1O2. Reaction SMILES: [Br:3][c:4]1[cH:5][cH:6][c:7]2[c:30]([cH:31]1)[C:15]1([c:14]3[c:9]([c:10]([F:34])[cH:11][c:12]([O:32][CH3:33])[cH:13]3)[O:8]2)[N:16]=[C:17]([NH:21][C:22](=[O:23])[c:24]2[cH:25][cH:26][cH:27][cH:28][cH:29]2)[S:18][CH2:19][CH2:20]1.[CH3:35][OH:36].[Li+:1].[OH-:2].[OH2:37]>>[Br:3][c:4]1[cH:5][cH:6][c:7]2[c:30]([cH:31]1)[C:15]1([c:14]3[c:9]([c:10]([F:34])[cH:11][c:12]([O:32][CH3:33])[cH:13]3)[O:8]2)[N:16]=[C:17]([NH2:21])[S:18][CH2:19][CH2:20]1. The reactants are O=C([O-])C(O)C(O)C(=O)[O-], C[Al](C)C, COc1cc(COc2cc(N)[nH]n2)cc(OC)c1, Cc1ccccc1, CCOC(=O)c1ccc(N2CCN(C)C(C)C2)s1, CCOC(C)=O, Cl, [K+], [Na+], O. Product: COc1cc(COc2cc(NC(=O)c3ccc(N4CCN(C)C(C)C4)s3)[nH]n2)cc(OC)c1. Reaction SMILES: [C:42]([CH:43]([CH:44]([C:45]([O-:46])=[O:47])[OH:48])[OH:49])([O-:50])=[O:51].[CH3:1][Al:2]([CH3:3])[CH3:4].[CH3:24][O:25][c:26]1[cH:27][c:28]([CH2:34][O:35][c:36]2[cH:37][c:38]([NH2:41])[nH:39][n:40]2)[cH:29][c:30]([O:32][CH3:33])[cH:31]1.[CH3:54][c:55]1[cH:56][cH:57][cH:58][cH:59][cH:60]1.[CH3:5][CH:6]1[CH2:7][N:8]([c:13]2[cH:14][cH:15][c:16]([C:18]([O:20][CH2:19][CH3:21])=[O:22])[s:17]2)[CH2:9][CH2:10][N:11]1[CH3:12].[CH3:62][CH2:63][O:64][C:65](=[O:66])[CH3:67].[ClH:23].[K+:53].[Na+:52].[OH2:61]>>[CH3:5][CH:6]1[CH2:7][N:8]([c:13]2[cH:14][cH:15][c:16]([C:18](=[O:20])[NH:41][c:38]3[cH:37][c:36]([O:35][CH2:34][c:28]4[cH:27][c:26]([O:25][CH3:24])[cH:31][c:30]([O:32][CH3:33])[cH:29]4)[n:40][nH:39]3)[s:17]2)[CH2:9][CH2:10][N:11]1[CH3:12]. The reactants are C1(=CC=CC=C1)S(=O)(=O)N1CC2COCC(C1)N2C (7-benzenesulfonyl-9-methyl-3-oxa-7,9-diaza-bicyclo[3.3.1]nonane), Cl (HCl), sodium dihydro-bis(2-methoxyethoxy)aluminate, C1(=CC=CC=C1)C (toluene). The solvent is C=1(C(=CC=CC1)C)C (xylene). Run at temperature 140 celsius, time 18 hour. The product is Cl.CN1C2COCC1CNC2 (9-Methyl-3-oxa-7,9-diaza-bicyclo[3.3.1]nonane hydrochloride). Isolated yield 43.0%. Reaction SMILES: C1(S([N:10]2[CH2:17][CH:16]3[N:18]([CH3:19])[CH:12]([CH2:13][O:14][CH2:15]3)[CH2:11]2)(=O)=O)C=CC=CC=1.C1(C)C=CC=CC=1.[ClH:27]>C1(C)C(C)=CC=CC=1>[ClH:27].[CH3:19][N:18]1[CH:12]2[CH2:11][NH:10][CH2:17][CH:16]1[CH2:15][O:14][CH2:13]2 |f:4.5|. Procedure details: To a mixture of the above described 7-benzenesulfonyl-9-methyl-3-oxa-7,9-diaza-bicyclo[3.3.1]nonane (880 mg, 3.177 mmol) in xylene (20 ml) was added sodium dihydro-bis(2-methoxyethoxy)aluminate in toluene (2.423 ml, 7.947 mmol) and the mixture was stirred at 140° C. for 18 h. Cooled to 23° C., poured into 2 M HCl, extracted twice with tert-butyl methyl ether, the aqueous layer was made alkaline with 10 M NaOH-sol., extracted twice with tert-butyl methyl ether, the combined organic layer was drie...